This data is from the Open Reaction Database (ORD), a public repository of structured organic reaction records. The task is: describe an organic reaction: reactants, conditions, products, and yield Starting materials: COc1ccc(-c2cc(CCC=O)nn2-c2ccccc2)cc1, Cc1ccc(N2CCNCC2)cc1C, CCN(C(C)C)C(C)C. The product is COc1ccc(-c2cc(CCCN3CCN(c4ccc(C)c(C)c4)CC3)nn2-c2ccccc2)cc1. RXN SMILES: [CH3:1][O:2][c:3]1[cH:4][cH:5][c:6](-[c:9]2[cH:10][c:11]([CH2:20][CH2:21][CH:22]=[O:23])[n:12][n:13]2-[c:14]2[cH:15][cH:16][cH:17][cH:18][cH:19]2)[cH:7][cH:8]1.[CH3:24][c:25]1[cH:26][c:27]([N:32]2[CH2:33][CH2:34][NH:35][CH2:36][CH2:37]2)[cH:28][cH:29][c:30]1[CH3:31].[CH:38]([N:39]([CH2:40][CH3:41])[CH:42]([CH3:43])[CH3:44])([CH3:45])[CH3:46]>>[CH3:1][O:2][c:3]1[cH:4][cH:5][c:6](-[c:9]2[cH:10][c:11]([CH2:20][CH2:21][CH2:22][N:35]3[CH2:34][CH2:33][N:32]([c:27]4[cH:26][c:25]([CH3:24])[c:30]([CH3:31])[cH:29][cH:28]4)[CH2:37][CH2:36]3)[n:12][n:13]2-[c:14]2[cH:15][cH:16][cH:17][cH:18][cH:19]2)[cH:7][cH:8]1. The reactants are N1C=C(C2=CC=CC=C12)C1CCN(CC1)CC=1N=C(SC1)NC(CCOC(C)=O)=O (4-[4-(3-indolyl)piperidinomethyl]-2-(3acetoxypropionylamino)thiazole), aqueous solution, [OH-].[Na+] (sodium hydroxide), Cl (hydrochloric acid). Run in C(C)O (ethanol). Conditions: time 3.5 hour. The product is N1C=C(C2=CC=CC=C12)C1CCN(CC1)CC=1N=C(SC1)NC(CCO)=O (4-[4-(3-indolyl)piperidinomethyl]-2(3-hydroxypropionylamino)thiazole). Yield: 29.2%. Reaction SMILES: [NH:1]1[C:9]2[C:4](=[CH:5][CH:6]=[CH:7][CH:8]=2)[C:3]([CH:10]2[CH2:15][CH2:14][N:13]([CH2:16][C:17]3[N:18]=[C:19]([NH:22][C:23](=[O:30])[CH2:24][CH2:25][O:26]C(=O)C)[S:20][CH:21]=3)[CH2:12][CH2:11]2)=[CH:2]1.[OH-].[Na+].Cl>C(O)C>[NH:1]1[C:9]2[C:4](=[CH:5][CH:6]=[CH:7][CH:8]=2)[C:3]([CH:10]2[CH2:11][CH2:12][N:13]([CH2:16][C:17]3[N:18]=[C:19]([NH:22][C:23](=[O:30])[CH2:24][CH2:25][OH:26])[S:20][CH:21]=3)[CH2:14][CH2:15]2)=[CH:2]1 |f:1.2|. Procedure details: To 4-[4-(3-indolyl)piperidinomethyl]-2-(3acetoxypropionylamino)thiazole (1.1 g) were added ethanol (20 ml) and 1N aqueous solution of sodium hydroxide (2.6 ml) and the mixture was stirred at an ambient temperature for 3.5 hours. 1N hydrochloric acid (2.6 ml) was added thereto and ethanol was evaporated. The residue was extracted with a mixture of chloroform and methanol (10:1 V/V) and the extract was dried over magnesium sulfate and concentrated. The residue was purified by column chromatography... Procedure details: and phthalic anhydride 3.0 g. were heated as described in Example 11. Another 3.0 g. of the amino-phenol and 85% phosphoric acid 8 ml. were added and the contents heated under reflux in an oil-bath at 170° for three hours. A solution of 50% aqueous perchloric acid 8 ml. in methanol 80 ml. was added to the cooled reaction, the mixture refluxed and cooled at 0° overnight. Filtration gave 5.0 g. (44%) of dark red crystals. As a reaction SMILES: C1(=O)O[C:4](=O)[C:3]2=[CH:7][CH:8]=[CH:9][CH:10]=[C:2]12.[NH2:12][C:13]1C=CC=C[C:14]=1O.P(=O)(O)(O)[OH:21].Cl(O)(=O)(=O)=O>CO>[OH:21][C:9]1[CH:10]=[C:2]2[C:3]([CH2:4][CH2:14][CH2:13][NH:12]2)=[CH:7][CH:8]=1. Solvent: CO (methanol). The reactants are C1(C=2C(C(=O)O1)=CC=CC2)=O (phthalic anhydride), Cl(=O)(=O)(=O)O (perchloric acid), dark red crystals, NC1=C(C=CC=C1)O (amino-phenol), P(O)(O)(O)=O (phosphoric acid). Product: OC1=CC=C2CCCNC2=C1 (1,2,3,4-tetrahydro-7-hydroxyquinoline). Starting materials: C(C)(=O)O (acetic acid), C(C1=CC=CC=C1)OCCCCCCNC(=N)NS(=O)(=O)C1=CC=C(C=C1)C (N—(N-(6-(benzyloxy)hexyl)carbamimidoyl)-4-methylbenzenesulfonamide), C (charcoal), C(C)(=O)O (acetic acid), C (charcoal). The reagents and catalysts are [Pd] (Palladium), [Pd] (Palladium). Solvent: CO (MeOH). Reaction conditions: time 1 hour. Product: OCCCCCCNC(=N)NS(=O)(=O)C1=CC=C(C=C1)C (N—(N-(6-hydroxyhexyl)carbamimidoyl)-4-methylbenzenesulfonamide). The yield is 100.2%. Reaction SMILES: C([O:8][CH2:9][CH2:10][CH2:11][CH2:12][CH2:13][CH2:14][NH:15][C:16]([NH:18][S:19]([C:22]1[CH:27]=[CH:26][C:25]([CH3:28])=[CH:24][CH:23]=1)(=[O:21])=[O:20])=[NH:17])C1C=CC=CC=1.C.C(O)(=O)C>CO.[Pd]>[OH:8][CH2:9][CH2:10][CH2:11][CH2:12][CH2:13][CH2:14][NH:15][C:16]([NH:18][S:19]([C:22]1[CH:23]=[CH:24][C:25]([CH3:28])=[CH:26][CH:27]=1)(=[O:21])=[O:20])=[NH:17]. Procedure details: 3.20 g (7.9 mmol) of N—(N-(6-(benzyloxy)hexyl)carbamimidoyl)-4-methylbenzenesulfonamide were dissolved under nitrogen in MeOH. A few mg of 10% Palladium over activated charcoal were added. 1 mL of acetic acid was added. 3 vacuo hydrogen flush were done before stirring vigorously the reaction under a H2 atmosphere. The reaction was vigorously stirred at room temperature for 3 hours and checked by TLC. No conversion was found and 2 mL of acetic acid were added. After 1 hour, the TLC showed no conv...